Task: describe an organic reaction: reactants, conditions, products, and yield. Dataset: the Open Reaction Database (ORD), a public repository of structured organic reaction records Starting materials: CC(=O)OCC1=C(N2[C@@H]([C@@H](C2=O)NC(=O)CSC3=CC=NC=C3)SC1)C(=O)O (7-(2-(4-pyridylthio)acetamido)cephalosporanic acid), CN1N=NN=C1S (1-methyl-1H-tetrazole-5-thiol). The product is CN1N=NN=C1SCC=1CS[C@H]2N(C1C(=O)O)C(C2NC(CSC2=CC=NC=C2)=O)=O (3-(((1-methyl-1H-tetrazol-5-yl)thio)methyl)-7-(2-(4-pyridylthio)acetamido)-3-cephem-4-carboxylic acid). Reaction SMILES: CC(O[CH2:5][C:6]1[CH2:25][S:24][C@@H:9]2[C@H:10]([NH:13][C:14]([CH2:16][S:17][C:18]3[CH:23]=[CH:22][N:21]=[CH:20][CH:19]=3)=[O:15])[C:11](=[O:12])[N:8]2[C:7]=1[C:26]([OH:28])=[O:27])=O.[CH3:29][N:30]1[C:34]([SH:35])=[N:33][N:32]=[N:31]1>>[CH3:29][N:30]1[C:34]([S:35][CH2:5][C:6]2[CH2:25][S:24][C@@H:9]3[CH:10]([NH:13][C:14](=[O:15])[CH2:16][S:17][C:18]4[CH:23]=[CH:22][N:21]=[CH:20][CH:19]=4)[C:11](=[O:12])[N:8]3[C:7]=2[C:26]([OH:28])=[O:27])=[N:33][N:32]=[N:31]1. Procedure details: 7-(2-(4-pyridylthio)acetamido)cephalosporanic acid is reacted with 1-methyl-1H-tetrazole-5-thiol, yielding 3-(((1-methyl-1H-tetrazol-5-yl)thio)methyl)-7-(2-(4-pyridylthio)acetamido)-3-cephem-4-carboxylic acid. Starting materials: CCO, CC1(c2ccc(Cn3ncc([N+](=O)[O-])n3)s2)OCCO1, [Cl-], [Fe], N#N, [NH4+], O. Yields the product CC1(c2ccc(Cn3ncc(N)n3)s2)OCCO1. As a reaction SMILES: [CH3:25][CH2:26][OH:27].[CH3:3][C:4]1([c:9]2[cH:10][cH:11][c:12]([CH2:14][n:15]3[n:16][cH:17][c:18]([N+:20]([O-:21])=[O:22])[n:19]3)[s:13]2)[O:5][CH2:6][CH2:7][O:8]1.[Cl-:23].[Fe:29].[N:1]#[N:2].[NH4+:24].[OH2:28]>>[CH3:3][C:4]1([c:9]2[cH:10][cH:11][c:12]([CH2:14][n:15]3[n:16][cH:17][c:18]([NH2:20])[n:19]3)[s:13]2)[O:5][CH2:6][CH2:7][O:8]1. Starting materials: C(#N)C=1C=C2C=CNC2=CC1 (5-cyanoindole), N (NH3), CN1CCC(CC1)=O (1-methyl-4-piperidone), N1CCCC1 (pyrrolidine). Run in C(C)O (ethanol), C(C)O (ethanol), CO (methanol). Reaction conditions: time 44 hour. Yields the product CN1CCC(=CC1)C1=CNC2=CC=C(C=C12)C#N (3-(1-Methyl-1,2,3,6-tetrahydropyridin-4-yl)-1H-indole-5-carbonitrile). As a reaction SMILES: [C:1]([C:3]1[CH:4]=[C:5]2[C:9](=[CH:10][CH:11]=1)[NH:8][CH:7]=[CH:6]2)#[N:2].[CH3:12][N:13]1[CH2:18][CH2:17][C:16](=O)[CH2:15][CH2:14]1.N1CCCC1.N>C(O)C.CO>[CH3:12][N:13]1[CH2:14][CH:15]=[C:16]([C:6]2[C:5]3[C:9](=[CH:10][CH:11]=[C:3]([C:1]#[N:2])[CH:4]=3)[NH:8][CH:7]=2)[CH2:17][CH2:18]1. Procedure: To an argon-purged round bottom flask fitted with a magnetic stirbar containing an orange solution of 5-cyanoindole (48) (250 mg, 1.76 mmol) dissolved in absolute ethanol (10 mL) were added 1-methyl-4-piperidone (0.43 mL, 3.50 mmol) and pyrrolidine (0.44 mL, 5.27 mmol). The reaction vessel was fitted with a condenser and transferred to an oil bath preheated to 80° C. The reaction was stirred at this temperature for 44 hrs. As no starting material remained (TLC 5% 2M NH3 in methanol/95% CH2Cl2) t... Starting materials: C1(C=2C(C(N1CCS(=O)(=O)Cl)=O)=CC=CC2)=O (2-phthalimidoethanesulfonyl chloride), IC1=CC=C(N)C=C1 (4-iodoaniline). Yields the product C1(C=2C(C(N1CC)=O)=CC=CC2)=O.IC1=CC=C(C=C1)NS(=O)=O (2-phthalimidoethane N-(4-iodophenyl)sulfonamide). Reaction SMILES: [C:1]1(=[O:17])[N:5]([CH2:6][CH2:7][S:8](Cl)(=[O:10])=[O:9])[C:4](=[O:12])[C:3]2=[CH:13][CH:14]=[CH:15][CH:16]=[C:2]12.[I:18][C:19]1[CH:25]=[CH:24][C:22]([NH2:23])=[CH:21][CH:20]=1>>[C:4]1(=[O:12])[N:5]([CH2:6][CH3:7])[C:1](=[O:17])[C:2]2=[CH:16][CH:15]=[CH:14][CH:13]=[C:3]12.[I:18][C:19]1[CH:25]=[CH:24][C:22]([NH:23][SH:8](=[O:10])=[O:9])=[CH:21][CH:20]=1 |f:2.3|. Procedure: Prepared according to general method A from 2-phthalimidoethanesulfonyl chloride (1.50 g) and 4-iodoaniline (2.70 g). Yield: 1.56 g (56%). 1H-NMR (CDCl3) δ (ppm) 10.14 (s, 1H), 7.83 (s, 4H), 7.63 (d, J=8.7 Hz, 2H), 7.00 (d, J=8.8 Hz, 2H), 3.94 (t, J=7.1 Hz, 2H), 3.94-3.44 (m, 2H). Reactants: ClC1=C(C(=NC(=C1[N+](=O)[O-])Cl)C)C(=O)OCC (4,6-dichloro-2-methyl-5-nitropyridine-3-carboxylic acid, ethyl ester), C(C)O (ethyl alcohol), CN(CCCN)C (3-(dimethylamino)propylamine). Solvent: C(C)N(CC)CC (triethylamine). Reaction conditions: time 10 minute. The product is ClC1=C(C(=C(C(=N1)C)C(=O)OCC)NCCCN(C)C)[N+](=O)[O-] (6-Chloro-4-[[3-(dimethylamino)propyl]amino]-2-methyl-5-nitropyridine-3-carboxylic acid, ethyl ester). As a reaction SMILES: Cl[C:2]1[C:7]([N+:8]([O-:10])=[O:9])=[C:6]([Cl:11])[N:5]=[C:4]([CH3:12])[C:3]=1[C:13]([O:15][CH2:16][CH3:17])=[O:14].C(O)C.[CH3:21][N:22]([CH3:27])[CH2:23][CH2:24][CH2:25][NH2:26]>C(N(CC)CC)C>[Cl:11][C:6]1[N:5]=[C:4]([CH3:12])[C:3]([C:13]([O:15][CH2:16][CH3:17])=[O:14])=[C:2]([NH:26][CH2:25][CH2:24][CH2:23][N:22]([CH3:27])[CH3:21])[C:7]=1[N+:8]([O-:10])=[O:9]. Procedure: 139.5 g. of 4,6-dichloro-2-methyl-5-nitropyridine-3-carboxylic acid, ethyl ester (0.5 ml.) in 500 ml. of ethyl alcohol are heated at reflux temperature. 60 g. of triethylamine are added and then 51 g. of 3-(dimethylamino)propylamine are slowly dropped in with stirring. After the addition is completed, heating is continued for 10 minutes. The solvent is distilled off and the residue is treated with 200 ml. of water and made alkaline (pH 9-10) with sodium hydroxide. This mixture is extracted three... Reactants: COc1cccc([N+](=O)[O-])c1NC(=O)OCc1ccccc1, CCO. Yields the product COc1cccc(N)c1NC(=O)OCc1ccccc1. RXN SMILES: [CH2:1]([c:2]1[cH:3][cH:4][cH:5][cH:6][cH:7]1)[O:8][C:9]([NH:10][c:11]1[c:12]([O:20][CH3:21])[cH:13][cH:14][cH:15][c:16]1[N+:17]([O-:18])=[O:19])=[O:22].[CH3:23][CH2:24][OH:25]>>[CH2:1]([c:2]1[cH:3][cH:4][cH:5][cH:6][cH:7]1)[O:8][C:9]([NH:10][c:11]1[c:12]([O:20][CH3:21])[cH:13][cH:14][cH:15][c:16]1[NH2:17])=[O:22]. Reactants: CC(=O)OC1CSC(Br)C(OC(C)=O)C1OC(C)=O, O=[N+]([O-])c1cccc(S)c1. The product is CC(=O)OC1CSC(Sc2cccc([N+](=O)[O-])c2)C(OC(C)=O)C1OC(C)=O. As a reaction SMILES: [C:11]([CH3:12])(=[O:13])[O:14][CH:15]1[CH:16]([Br:29])[S:17][CH2:18][CH:19]([O:25][C:26]([CH3:27])=[O:28])[CH:20]1[O:21][C:22]([CH3:23])=[O:24].[N+:1](=[O:2])([O-:3])[c:4]1[cH:5][c:6]([SH:10])[cH:7][cH:8][cH:9]1>>[N+:1](=[O:2])([O-:3])[c:4]1[cH:5][c:6]([S:10][CH:16]2[CH:15]([O:14][C:11]([CH3:12])=[O:13])[CH:20]([O:21][C:22]([CH3:23])=[O:24])[CH:19]([O:25][C:26]([CH3:27])=[O:28])[CH2:18][S:17]2)[cH:7][cH:8][cH:9]1. Reactants: C(C1=CC=CC=C1)OC1=C(C=C(C=C1)[C@H](CBr)O)[N+](=O)[O-] ((R)-1-[4-(benzyloxy)-3-nitrophenyl]-2-bromoethanol), C1CCOC1 (THF). Reagents/catalysts: O=[Pt]=O (PtO2). Solvent: C1(=CC=CC=C1)C (toluene). Yields the product NC=1C=C(C=CC1OCC1=CC=CC=C1)[C@H](CBr)O ((R)-1-[3-Amino-4-(benzyloxy)phenyl]-2-bromoethanol). RXN SMILES: [CH2:1]([O:8][C:9]1[CH:14]=[CH:13][C:12]([C@@H:15]([OH:18])[CH2:16][Br:17])=[CH:11][C:10]=1[N+:19]([O-])=O)[C:2]1[CH:7]=[CH:6][CH:5]=[CH:4][CH:3]=1.C1COCC1>O=[Pt]=O.C1(C)C=CC=CC=1>[NH2:19][C:10]1[CH:11]=[C:12]([C@@H:15]([OH:18])[CH2:16][Br:17])[CH:13]=[CH:14][C:9]=1[O:8][CH2:1][C:2]1[CH:7]=[CH:6][CH:5]=[CH:4][CH:3]=1. Procedure details: (R)-1-[4-(benzyloxy)-3-nitrophenyl]-2-bromoethanol (0.200 g, 0.569 mmol) in 1:1 THF:toluene (5 mL) was reacted with 1% (w/w) PtO2 on a Parr shaker at 45 psi at rt overnight. The next morning the PtO2 was removed by filtration over celite. The product was concentrated to give the title compound. ES/MS calcd. for C15H17BrNO2+ 322.0. found m/z=322 (M+H)+. Starting materials: C(CCC)[Li] (butyl lithium), BrC1=CC(=C(C=C1)I)F (1-bromo-3-fluoro-4-iodo-benzene), C(C)(C)(C)OC(NC(C(N(C)OC)=O)C1=CC(=C(C=C1)Cl)Cl)=O (rac-[(3,4-dichloro-phenyl)-(methoxy-methyl-carbamoyl)-methyl]-carbamic acid tert-butyl ester), C(C)(C)(C)OC(NC(C(N(C)OC)=O)C1=CC(=C(C=C1)Cl)Cl)=O (rac-[(3,4-dichloro-phenyl)-(methoxy-methyl-carbamoyl)-methyl]-carbamic acid tert-butyl ester). Solvent: O1CCCC1 (tetrahydrofuran), hexanes. Reaction conditions: temperature -78 celsius, time 4 hour. Product: C(C)(C)(C)OC(NC(C(=O)C1=C(C=C(C=C1)Br)F)C1=CC(=C(C=C1)Cl)Cl)=O (rac-[2-(4-bromo-2-fluoro-phenyl)-1-(3,4-dichloro-phenyl)-2-oxo-ethyl]-carbamic acid tert-butyl ester). Reaction SMILES: [Br:1][C:2]1[CH:7]=[CH:6][C:5](I)=[C:4]([F:9])[CH:3]=1.C([Li])CCC.[C:15]([O:19][C:20](=[O:37])[NH:21][CH:22]([C:29]1[CH:34]=[CH:33][C:32]([Cl:35])=[C:31]([Cl:36])[CH:30]=1)[C:23](=[O:28])N(OC)C)([CH3:18])([CH3:17])[CH3:16]>O1CCCC1>[C:15]([O:19][C:20](=[O:37])[NH:21][CH:22]([C:29]1[CH:34]=[CH:33][C:32]([Cl:35])=[C:31]([Cl:36])[CH:30]=1)[C:23]([C:5]1[CH:6]=[CH:7][C:2]([Br:1])=[CH:3][C:4]=1[F:9])=[O:28])([CH3:18])([CH3:16])[CH3:17]. Reported procedure: To a stirred solution of 1.75 g (5.78 mmol) 1-bromo-3-fluoro-4-iodo-benzene in 12 ml dry tetrahydrofuran were added at −78° C. 3.61 ml (5.78 mmol) of a 1.6M butyl lithium solution in hexanes. After 1 h 0.600 g (1.65 mmol) rac-[(3,4-dichloro-phenyl)-(methoxy-methyl-carbamoyl)-methyl]-carbamic acid tert-butyl ester (Intermediate 9) were added and stirred at −78° C. fur further 4 h. Then the reaction mixture was quenched by addition of saturated aqueous ammonium chloride solution, warmed to ambient...